Dataset: the Open Reaction Database (ORD), a public repository of structured organic reaction records. Task: describe an organic reaction: reactants, conditions, products, and yield Reactants: COc1ccc(C)c(N)c1, CCN(C(C)C)C(C)C, O=C(Cl)CCl, Cl, C1CCOC1. The product is COc1ccc(C)c(NC(=O)CCl)c1. RXN SMILES: [CH3:1][c:2]1[c:3]([NH2:4])[cH:5][c:6]([O:9][CH3:10])[cH:7][cH:8]1.[CH:11]([N:12]([CH:13]([CH3:14])[CH3:15])[CH2:16][CH3:17])([CH3:18])[CH3:19].[Cl:20][CH2:21][C:22](=[O:23])[Cl:24].[ClH:25].[O:26]1[CH2:27][CH2:28][CH2:29][CH2:30]1>>[CH3:1][c:2]1[c:3]([NH:4][C:22]([CH2:21][Cl:20])=[O:23])[cH:5][c:6]([O:9][CH3:10])[cH:7][cH:8]1. Starting materials: COC1=C(C=C(C=C1)N1CCOCC1)NC(C(=O)O)=S ((2-methoxy-5-morpholin-4-yl-phenylamino)-thioxo-acetic acid), [OH-].[Na+] (NaOH), Cl (hydrochloric acid). The reagents and catalysts are [Fe-3](C#N)(C#N)(C#N)(C#N)(C#N)C#N.[K+].[K+].[K+] (potassium ferricyanide). Solvent: O (water). Conditions: temperature 10 celsius, time 3 hour. The product is COC1=CC=C(C2=C1N=C(S2)C(=O)O)N2CCOCC2 (4-methoxy-7-morpholin-4-yl-benzothiazole-2-carboxylic acid). The yield is 84.5%. As a reaction SMILES: [CH3:1][O:2][C:3]1[CH:8]=[CH:7][C:6]([N:9]2[CH2:14][CH2:13][O:12][CH2:11][CH2:10]2)=[CH:5][C:4]=1[NH:15][C:16](=[S:20])[C:17]([OH:19])=[O:18].[OH-].[Na+].Cl>O.[Fe-3](C#N)(C#N)(C#N)(C#N)(C#N)C#N.[K+].[K+].[K+]>[CH3:1][O:2][C:3]1[C:4]2[N:15]=[C:16]([C:17]([OH:19])=[O:18])[S:20][C:5]=2[C:6]([N:9]2[CH2:10][CH2:11][O:12][CH2:13][CH2:14]2)=[CH:7][CH:8]=1 |f:1.2,5.6.7.8|. Procedure details: A solution of 10.5 g (35.4 mmol) (2-methoxy-5-morpholin-4-yl-phenylamino)-thioxo-acetic acid in 248 ml (248 mmol) 1N NaOH was added dropwise to a solution of 40.1 g(119 mmol) potassium ferricyanide in 119 ml water at a rate that the temperature did not exceed 10° C. The mixture was stirred for 3 hours at 10° C. and concentrated hydrochloric acid was added until pH 1 was reached. Filtration of the precipitate and drying yielded 8.80 g (84%) 4-methoxy-7-morpholin-4-yl-benzothiazole-2-carboxylic ac... Reactants: CCCC(=O)OCC1COC(C)(C)O1, CCCC(=O)OCC1OC(=O)CS1, CO, C1CSCO1. The product is CCCC(=O)OCC(O)CO. Reaction SMILES: [C:19]([CH2:20][CH2:21][CH3:22])(=[O:23])[O:24][CH2:25][CH:26]1[O:27][C:28]([CH3:31])([CH3:32])[O:29][CH2:30]1.[C:6]([O:7][CH2:8][CH:9]1[S:10][CH2:11][C:12](=[O:13])[O:14]1)(=[O:15])[CH2:16][CH2:17][CH3:18].[CH3:33][OH:34].[O:1]1[CH2:2][CH2:3][S:4][CH2:5]1>>[C:19]([CH2:20][CH2:21][CH3:22])(=[O:23])[O:24][CH2:25][CH:26]([OH:27])[CH2:30][OH:29]. The reactants are C(C)(=O)[O-].C(C)(=O)[O-].C(C)(=O)[O-].C(C)(=O)[O-].[Pb+4] (lead tetraacetate), C1(=CC=CC=C1)OC (anisole). The solvent is C(Cl)(Cl)Cl (chloroform), ClC(C(=O)O)Cl (dichloroacetic acid). Run at time 90 minute. The product is C(C)(=O)[O-].C(C)(=O)[O-].C(C)(=O)[O-].COC1=CC=C(C=C1)[Pb+3] (p-methoxyphenyllead triacetate). As a reaction SMILES: [C:1]([O-:4])(=[O:3])[CH3:2].[C:5]([O-:8])(=[O:7])[CH3:6].[C:9]([O-:12])(=[O:11])[CH3:10].C([O-])(=O)C.[Pb+4:17].[C:18]1([O:24][CH3:25])[CH:23]=[CH:22][CH:21]=[CH:20][CH:19]=1>C(Cl)(Cl)Cl.ClC(Cl)C(O)=O>[C:1]([O-:4])(=[O:3])[CH3:2].[C:5]([O-:8])(=[O:7])[CH3:6].[C:9]([O-:12])(=[O:11])[CH3:10].[CH3:25][O:24][C:18]1[CH:23]=[CH:22][C:21]([Pb+3:17])=[CH:20][CH:19]=1 |f:0.1.2.3.4,8.9.10.11|. Procedure: To a solution of lead tetraacetate (0.73 equiv) in chloroform and dichloroacetic acid was added anisole (1.0 equiv.). The reaction mixture was allowed to stir at room temperature for 90 min. After this period the solution was washed with water and the organic layer was treated with hexane. The product precipitated out and was collected by filtration. The solid was taken up in chloroform and acetic acid. The resultant solution was stirred for 1 h and then washed with water. The later 2 steps were... The product is CCCCCCCCCCCCCCCCCC(=O)N1CCCCC1CCOS(=O)(=O)c1ccc(C)cc1. Reaction SMILES: [CH2:42]1[O:43][CH2:44][CH2:45][O:46][CH2:47]1.[Na+:41].[OH-:40].[OH:1][CH2:2][CH2:3][CH:4]1[N:5]([C:10]([CH2:11][CH2:12][CH2:13][CH2:14][CH2:15][CH2:16][CH2:17][CH2:18][CH2:19][CH2:20][CH2:21][CH2:22][CH2:23][CH2:24][CH2:25][CH2:26][CH3:27])=[O:28])[CH2:6][CH2:7][CH2:8][CH2:9]1.[c:29]1([CH3:39])[cH:30][cH:31][c:32]([S:35](=[O:36])(=[O:37])[Cl:38])[cH:33][cH:34]1>>[O:1]([CH2:2][CH2:3][CH:4]1[N:5]([C:10]([CH2:11][CH2:12][CH2:13][CH2:14][CH2:15][CH2:16][CH2:17][CH2:18][CH2:19][CH2:20][CH2:21][CH2:22][CH2:23][CH2:24][CH2:25][CH2:26][CH3:27])=[O:28])[CH2:6][CH2:7][CH2:8][CH2:9]1)[S:35]([c:32]1[cH:31][cH:30][c:29]([CH3:39])[cH:34][cH:33]1)(=[O:36])=[O:37]. Starting materials: C1COCCO1, [Na+], [OH-], CCCCCCCCCCCCCCCCCC(=O)N1CCCCC1CCO, Cc1ccc(S(=O)(=O)Cl)cc1. The reactants are C(C)(C)(C)[Li] (t-butyl lithium), BrC1=CC2=CC=C(C=C2C=C1)C1(OCCO1)C (2-bromo-6-(2-methyl-1,3-dioxolan-2-yl)naphthalene), N1=CC(=CC=C1)C=O (3-pyridinecarboxaldehyde). Procedure details: A solution of 4.5 g of 2-bromo-6-(2-methyl-1,3-dioxolan-2-yl)naphthalene in 30 ml of tetrahydrofuran was cooled to -78° C. under nitrogen, and 14.0 ml of 2.2M t-butyl lithium added dropwise. A solution of 1.64 g of 3-pyridinecarboxaldehyde in 15 ml of tetrahydrofuran was added over a period of 10 minutes, and the temperature was allowed to rise to -20° C. during the next 30 minutes. The reaction was quenched with 30 ml of water and the mixture extracted with methylene chloride. The organic layer... RXN SMILES: Br[C:2]1[CH:11]=[CH:10][C:9]2[C:4](=[CH:5][CH:6]=[C:7]([C:12]3([CH3:17])[O:16][CH2:15][CH2:14][O:13]3)[CH:8]=2)[CH:3]=1.C([Li])(C)(C)C.[N:23]1[CH:28]=[CH:27][CH:26]=[C:25]([CH:29]=[O:30])[CH:24]=1>O1CCCC1>[N:23]1[CH:28]=[CH:27][CH:26]=[C:25]([CH:29]([OH:30])[C:2]2[CH:11]=[CH:10][C:9]3[C:4](=[CH:5][CH:6]=[C:7]([C:12]4([CH3:17])[O:16][CH2:15][CH2:14][O:13]4)[CH:8]=3)[CH:3]=2)[CH:24]=1. Solvent: O1CCCC1 (tetrahydrofuran), O1CCCC1 (tetrahydrofuran). Product: N1=CC(=CC=C1)C(C1=CC2=CC=C(C=C2C=C1)C1(OCCO1)C)O (2-[(3-pyridyl)hydroxymethyl]-6-(2-methyl-1,3-dioxolan-2-yl)naphthalene). Yield: 63.0%. As a reaction SMILES: [C:30](=[O:31])([O-:32])[O-:33].[CH3:12][c:13]1[cH:14][cH:15][cH:16][c:17](-[c:19]2[c:20]([B:27]([OH:28])[OH:29])[c:21]3[n:22]([n:23]2)[CH2:24][CH2:25][CH2:26]3)[n:18]1.[I:1][c:2]1[cH:3][c:4]2[cH:5][cH:6][n:7][cH:8][c:9]2[cH:10][cH:11]1.[K+:34].[K+:35].[O:55]1[CH2:56][CH2:57][O:58][CH2:59][CH2:60]1.[c:36]1([P:37]([c:38]2[cH:39][cH:40][cH:41][cH:42][cH:43]2)[c:44]2[cH:45][cH:46][cH:47][cH:48][cH:49]2)[cH:50][cH:51][cH:52][cH:53][cH:54]1>>[c:2]1(-[c:20]2[c:19](-[c:17]3[cH:16][cH:15][cH:14][c:13]([CH3:12])[n:18]3)[n:23][n:22]3[c:21]2[CH2:26][CH2:25][CH2:24]3)[cH:3][c:4]2[cH:5][cH:6][n:7][cH:8][c:9]2[cH:10][cH:11]1. Product: Cc1cccc(-c2nn3c(c2-c2ccc4cnccc4c2)CCC3)n1. The reactants are O=C([O-])[O-], Cc1cccc(-c2nn3c(c2B(O)O)CCC3)n1, Ic1ccc2cnccc2c1, [K+], [K+], C1COCCO1, c1ccc(P(c2ccccc2)c2ccccc2)cc1. The reactants are COC(=O)C=1SC(=CC1N1C([C@H](CC[C@H]1C1CCCCC1)O)=O)C#CC(C)(C)C (3-((3S,6S)-6-cyclohexyl-3-hydroxy-2-oxo-piperidin-1-yl)-5-(3,3-dimethyl-but-1-ynyl)-thiophene-2-carboxylic acid methyl ester), P(Br)(Br)Br (PBr3). Solvent: C(Cl)Cl (CH2Cl2). Reaction conditions: time 18 hour. Product: COC(=O)C=1SC(=CC1N1C([C@H](CCC1C1CCCCC1)Br)=O)C#CC(C)(C)C (3-((S)-3-Bromo-6-cyclohexyl-2-oxo-piperidin-1-yl)-5-(3,3-dimethyl-but-1-ynyl)-thiophene-2-carboxylic acid methyl ester). Yield: 90.9%. As a reaction SMILES: [CH3:1][O:2][C:3]([C:5]1[S:6][C:7]([C:24]#[C:25][C:26]([CH3:29])([CH3:28])[CH3:27])=[CH:8][C:9]=1[N:10]1[C@H:15]([CH:16]2[CH2:21][CH2:20][CH2:19][CH2:18][CH2:17]2)[CH2:14][CH2:13][C@H:12](O)[C:11]1=[O:23])=[O:4].P(Br)(Br)[Br:31]>C(Cl)Cl>[CH3:1][O:2][C:3]([C:5]1[S:6][C:7]([C:24]#[C:25][C:26]([CH3:29])([CH3:28])[CH3:27])=[CH:8][C:9]=1[N:10]1[CH:15]([CH:16]2[CH2:21][CH2:20][CH2:19][CH2:18][CH2:17]2)[CH2:14][CH2:13][C@H:12]([Br:31])[C:11]1=[O:23])=[O:4]. Reported procedure: To a solution of 3-((3S,6S)-6-cyclohexyl-3-hydroxy-2-oxo-piperidin-1-yl)-5-(3,3-dimethyl-but-1-ynyl)-thiophene-2-carboxylic acid methyl ester (200 mg, 0.75 mmol, 1 equiv) in CH2Cl2 (1.0 mL) was added PBr3 (1.0 M in CH2Cl2, 0.09 ml, 0.38 mmol, 0.8 equiv.) at room temperature and the resulting solution was stirred at room temperature for 18 hours. The reaction solution was then concentrated under vacuum and the residue was purified by silica gel column chromatography, (EtOAc/Heptane, 10%˜60%) to g... The reactants are C(C1=CC=CC=C1)OC1=C(OC2=C(C=C(C(=C2)N2C(N(C(=CC2=O)C(F)(F)F)C)=O)F)[N+](=O)[O-])C=CC=C1 (2-(2-benzyloxyphenoxy)-5-fluoro-4-[3-methyl-2,6-dioxo-4-(trifluoromethyl)-1,2,3,6-tetrahydropyrimidin-1-yl]nitrobenzene), O (water). Isolated yield 79.6%. Reported procedure: To a mixture of 8.6 g of iron powder, 27 ml of acetic acid and 2.7 ml of water was added dropwise a solution of 8.6 g of 2-(2-benzyloxyphenoxy)-5-fluoro-4-[3-methyl-2,6-dioxo-4-(trifluoromethyl)-1,2,3,6-tetrahydropyrimidin-1-yl]nitrobenzene in 23 ml of acetic acid while keeping the temperature of the reaction solution at or below 35° C. After the addition was finished, the stirring was continued for 2 hours and then the reaction solution was filtered through celite and diluted with ethyl acetate... Solvent: C(C)(=O)O (acetic acid), C(C)(=O)O (acetic acid). Yields the product C(C1=CC=CC=C1)OC1=C(OC2=C(N)C=C(C(=C2)N2C(N(C(=CC2=O)C(F)(F)F)C)=O)F)C=CC=C1 (2-(2-benzyloxyphenoxy)-5-fluoro-4-[3-methyl-2,6-dioxo-4-(trifluoromethyl)-1,2,3,6-tetrahydropyrimidin-1-yl]aniline). Reaction conditions: time 2 hour. As a reaction SMILES: O.[CH2:2]([O:9][C:10]1[CH:39]=[CH:38][CH:37]=[CH:36][C:11]=1[O:12][C:13]1[CH:18]=[C:17]([N:19]2[C:24](=[O:25])[CH:23]=[C:22]([C:26]([F:29])([F:28])[F:27])[N:21]([CH3:30])[C:20]2=[O:31])[C:16]([F:32])=[CH:15][C:14]=1[N+:33]([O-])=O)[C:3]1[CH:8]=[CH:7][CH:6]=[CH:5][CH:4]=1>C(O)(=O)C.[Fe]>[CH2:2]([O:9][C:10]1[CH:39]=[CH:38][CH:37]=[CH:36][C:11]=1[O:12][C:13]1[CH:18]=[C:17]([N:19]2[C:24](=[O:25])[CH:23]=[C:22]([C:26]([F:27])([F:28])[F:29])[N:21]([CH3:30])[C:20]2=[O:31])[C:16]([F:32])=[CH:15][C:14]=1[NH2:33])[C:3]1[CH:4]=[CH:5][CH:6]=[CH:7][CH:8]=1. Reagents/catalysts: [Fe] (iron).